This data is from the Open Reaction Database (ORD), a public repository of structured organic reaction records. The task is: describe an organic reaction: reactants, conditions, products, and yield The reactants are ClC1=CC=C(O1)C=O (5-Chloro-furan-2carbaldehyde), [Na] (sodium), aldehyde, C(C)OC(CN=[N+]=[N-])=O (azido-acetic acid ethyl ester). Run in C(C)O (ethanol). Conditions: time 1 hour. Yields the product ClC1=CC=2NC(=CC2O1)C(=O)O (2-Chloro-4H-furo[3,2-b]pyrrole-5-carboxylic Acid). RXN SMILES: [Cl:1][C:2]1[O:6][C:5]([CH:7]=O)=[CH:4][CH:3]=1.[Na].C([O:12][C:13](=[O:18])[CH2:14][N:15]=[N+]=[N-])C>C(O)C>[Cl:1][C:2]1[O:6][C:5]2[CH:7]=[C:14]([C:13]([OH:18])=[O:12])[NH:15][C:4]=2[CH:3]=1 |^1:8|. Reported procedure: 5-Chloro-furan-2carbaldehyde (Snyder, H. R., Jr.; Seehausen, P. H., J. Heterocycl. Chem., 10: 385-6 (1973)) was annulated according to Procedure H (8 equiv sodium; aldehyde and azido-acetic acid ethyl ester added as ethanol solution (0.9 M of ester); condensation reaction mixture allowed to warm to room temperature, stirred for 1 h, quenched at −40° C., diluted with water, and extracted with ether; acrylate not purified; crude furanopyrrole filtered before concentration). Reactants: O1COC2=C1C=CC(=C2)NC2=C1C(=NC(=N2)Cl)N(N=C1)C (Benzo[1,3]dioxol-5-yl-(6-chloro-1-methyl-1H-pyrazolo[3,4-d]pyrimidin-4-yl)-amine), N1N=C(C2=CC=CC=C12)B1OC(C)(C)C(C)(C)O1 (indazole boronic acid pinacol ester). Run in O (water). The product is O1COC2=C1C=CC(=C2)NC2=C1C(=NC(=N2)C2=C3C=NNC3=CC=C2)N(N=C1)C (N-(benzo[d][1,3]dioxol-5-yl)-6-(1H-indazol-4-yl)-1-methyl-1H-pyrazolo[3,4-d]pyrimidin-4-amine). Reaction SMILES: [O:1]1[C:5]2[CH:6]=[CH:7][C:8]([NH:10][C:11]3[N:16]=[C:15](Cl)[N:14]=[C:13]4[N:18]([CH3:21])[N:19]=[CH:20][C:12]=34)=[CH:9][C:4]=2[O:3][CH2:2]1.[NH:22]1[C:30]2[C:25](=[CH:26][CH:27]=[CH:28][CH:29]=2)[C:24](B2OC(C)(C)C(C)(C)O2)=[N:23]1>O>[O:1]1[C:5]2[CH:6]=[CH:7][C:8]([NH:10][C:11]3[N:16]=[C:15]([C:26]4[CH:27]=[CH:28][CH:29]=[C:30]5[C:25]=4[CH:24]=[N:23][NH:22]5)[N:14]=[C:13]4[N:18]([CH3:21])[N:19]=[CH:20][C:12]=34)=[CH:9][C:4]=2[O:3][CH2:2]1. Procedure: Benzo[1,3]dioxol-5-yl-(6-chloro-1-methyl-1H-pyrazolo[3,4-d]pyrimidin-4-yl)-amine was reacted with indazole boronic acid pinacol ester in General Procedure A. Addition of water gave a solid which was purified by preparative HPLC and trituration to give 156. NMR: (CDCl3): 3.52 (s, 3H, CH3), 4.17 (s, 3H, CH3), 6.10 (s, 2H, CH2), 6.92 (d, H, ArH, J=8.16 Hz), 7.00 (d, H, ArH, J=8.16 Hz), 7.10 (s, H, ArH), 7.16 (sbr, H, NH), 7.23 (s, H, ArH), 7.55 (t, H, ArH, J=8.17 Hz), 7.64 (d, H, ArH, J=8.31 Hz0, 8... The reactants are ClC1=NC=2N(C(=C1)C1=CC=C(C=C1)F)N=C(C2I)C (5-Chloro-7-(4-fluorophenyl)-3-iodo-2-methylpyrazolo[1,5-a]pyrimidine), CCN(C(C)C)C(C)C (DIPEA), N1[C@@H](CCC1)CO ((S)-2-pyrrolidinemethanol). The solvent is C(C)#N (acetonitrile). Yields the product FC1=CC=C(C=C1)C1=CC(=NC=2N1N=C(C2I)C)N2[C@@H](CCC2)CO ((S)-(1-(7-(4-fluorophenyl)-3-iodo-2-methylpyrazolo[1,5-a]pyrimidin-5-yl)pyrrolidin-2-yl)methanol). Yield: 61.2%. As a reaction SMILES: Cl[C:2]1[CH:7]=[C:6]([C:8]2[CH:13]=[CH:12][C:11]([F:14])=[CH:10][CH:9]=2)[N:5]2[N:15]=[C:16]([CH3:19])[C:17]([I:18])=[C:4]2[N:3]=1.CCN(C(C)C)C(C)C.[NH:29]1[CH2:33][CH2:32][CH2:31][C@H:30]1[CH2:34][OH:35]>C(#N)C>[F:14][C:11]1[CH:12]=[CH:13][C:8]([C:6]2[N:5]3[N:15]=[C:16]([CH3:19])[C:17]([I:18])=[C:4]3[N:3]=[C:2]([N:29]3[CH2:33][CH2:32][CH2:31][C@H:30]3[CH2:34][OH:35])[CH:7]=2)=[CH:9][CH:10]=1. Procedure details: 5-Chloro-7-(4-fluorophenyl)-3-iodo-2-methylpyrazolo[1,5-a]pyrimidine (241 mg), DIPEA (0.2 mL) and (S)-2-pyrrolidinemethanol (152 mg) are stirred at 90° C. for 16 hours in an acetonitrile (60 mL) solvent. The reaction solvent is removed by distillation under reduced pressure. The remainder is purified by column chromatography to yield the target compound (172 mg). 1H NMR (CDCl3, 300 MHz); δ 7.92 (m, 2H), 7.22 (m, 2H), 6.10 (s, 1H), 4.45 (br, 1H), 3.85-3.57 (m, 4H), 2.38 (s, 3H), 2.08-2.01 (m, 3H)... Starting materials: BrC=1C=C(C=CC1Cl)[N+](=O)[O-] (3-Bromo-4-chloronitrobenzene), B1(OCCCO1)C2=CN=CC=C2 (pyridine-3-boronic acid-1,3-propanediol cyclic ester). As a reaction SMILES: Br[C:2]1[CH:3]=[C:4]([N+:9]([O-:11])=[O:10])[CH:5]=[CH:6][C:7]=1[Cl:8].B1([C:18]2[CH:23]=[CH:22][CH:21]=[N:20][CH:19]=2)OCCCO1>>[Cl:8][C:7]1[CH:6]=[CH:5][C:4]([N+:9]([O-:11])=[O:10])=[CH:3][C:2]=1[C:18]1[CH:19]=[N:20][CH:21]=[CH:22][CH:23]=1. Product: ClC1=C(C=C(C=C1)[N+](=O)[O-])C=1C=NC=CC1 (3-(2-chloro-5-nitrophenyl)pyridine). Isolated yield 68.7%. Procedure details: 3-Bromo-4-chloronitrobenzene (5.17 g, 21.9 mmol) was reacted with pyridine-3-boronic acid-1,3-propanediol cyclic ester (4.27 g, 26.2 mmol) over 24 h, as described in Example 62. The resulting crude residue was purified by column chromatography on silica, using 50% diethyl ether in dichloromethane as the eluent, to yield 3-(2-chloro-5-nitrophenyl)pyridine (3.53 g, 69%): δH (360 MHz, CDCl3) 7.42-7.48 (1H, m), 7.70 (1H, d, J 8.7), 7.81 (1H, dt, J 8.0 and 1.8), 8.17-8.27 (2H, m), 8.68-8.77 (2H, m). Reactants: N([C@@H](CC(C)C)[C@@H](O)CC(=O)OC)C(=O)OCC1=CC=CC=C1 (Z-Sta-OMe), Cl (HCl). The reagents and catalysts are [Pd] (palladium-on-carbon). The solvent is CO (methanol). Product: N[C@@H](CC(C)C)[C@@H](O)CC(=O)OC (H-Sta-OMe), Cl (HCl). RXN SMILES: [NH:1](C(OCC1C=CC=CC=1)=O)[C@H:2]([C@H:7]([CH2:9][C:10]([O:12][CH3:13])=[O:11])[OH:8])[CH2:3][CH:4]([CH3:6])[CH3:5].[ClH:24]>CO.[Pd]>[NH2:1][C@H:2]([C@H:7]([CH2:9][C:10]([O:12][CH3:13])=[O:11])[OH:8])[CH2:3][CH:4]([CH3:6])[CH3:5].[ClH:24]. Procedure: 818 mg of Z-Sta-OMe dissolved in 40 ml of methanol are hydrogenated at room temperature and normal pressure in the presence of 190 mg of palladium-on-carbon catalyst (10% Pd) until saturation. During hydrogenation, the pH value is maintained constantly at 5 by the continuous addition of 0.5N HCl. After hydrogenation the catalyst is filtered off and the filtrate is concentrated by evaporation. H-Sta-OMe×HCl is obtained in the form of a colourless foam; Rf (G)=0.21. This crude product is used dire... The reactants are C(C=C)N(C(C(F)(F)F)=O)CCC1=C(C=C(C=C1)Cl)I (N-allyl,N-trifluoroacetyl-2-iodo-4-chlorophenethylamine), CC(=O)[O-].[K+] (KOAc), C1=CC=C(C=C1)P(C2=CC=CC=C2)C3=CC=CC=C3 (PPh3). Reagents/catalysts: [N+](CCCC)(CCCC)(CCCC)CCCC.[Br-] (n-Bu4NBr), CC(=O)[O-].CC(=O)[O-].[Pd+2] (Pd(OAc)2). Run in CN(C=O)C (dimethylformamide). Reaction conditions: time 8 hour. Product: FC(C(=O)N1CCC2=C(C(C1)=C)C=C(C=C2)Cl)(F)F (N-Trifluoroacetyl-8-chloro-1-methylene-2,3,4,5-tetrahydro-1H-3-benzazepine). Isolated yield 43.7%. Reaction SMILES: [CH2:1]([N:4]([CH2:11][CH2:12][C:13]1[CH:18]=[CH:17][C:16]([Cl:19])=[CH:15][C:14]=1I)[C:5](=[O:10])[C:6]([F:9])([F:8])[F:7])[CH:2]=[CH2:3].CC([O-])=O.[K+].C1C=CC(P(C2C=CC=CC=2)C2C=CC=CC=2)=CC=1>CN(C)C=O.[N+](CCCC)(CCCC)(CCCC)CCCC.[Br-].CC([O-])=O.CC([O-])=O.[Pd+2]>[F:7][C:6]([F:9])([F:8])[C:5]([N:4]1[CH2:1][C:2](=[CH2:3])[C:14]2[CH:15]=[C:16]([Cl:19])[CH:17]=[CH:18][C:13]=2[CH2:12][CH2:11]1)=[O:10] |f:1.2,5.6,7.8.9|. Procedure: A solution of N-allyl,N-trifluoroacetyl-2-iodo-4-chlorophenethylamine (0.76 g, 1.8 mmol) in dimethylformamide (20 mL) was treated with KOAc (0.53 g, 5.4 mmol), n-Bu4NBr (0.58 g, 1.8 mmol), PPh3 (0.047 g, 0.18 mmol), Pd(OAc)2 (0.041 g, 0.18 mmol) and stirred overnight at 105 C. The product mixture was cooled to 20 C, filtered, diluted with water (100 mL), extracted with ether (3×100 mL), the combined organic phases washed with water (100 mL), brine (100 mL), dried with Na2SO4 and concentrated. Fl...